Task: describe an organic reaction: reactants, conditions, products, and yield. Dataset: the Open Reaction Database (ORD), a public repository of structured organic reaction records Starting materials: [Li]CCCC (n-BuLi), FC=1C=CC=2CC3=CC=C(C=C3C2C1F)CCC (3,4-difluoro-6-propylfluorene), B(OC)(OC)OC (trimethyl borate). Run in C1CCOC1 (THF), C1CCOC1 (THF). Conditions: time 2 hour. Yields the product C(CCC)OC1=CC=2CC3=CC=C(C=C3C2C(=C1F)F)CCC (2-butyloxy-3,4-difluoro-6-propylfluorene). As a reaction SMILES: [F:1][C:2]1[CH:3]=[CH:4][C:5]2[CH2:6][C:7]3[C:12]([C:13]=2[C:14]=1[F:15])=[CH:11][C:10]([CH2:16][CH2:17][CH3:18])=[CH:9][CH:8]=3.[Li][CH2:20][CH2:21][CH2:22][CH3:23].B(OC)(OC)[O:25]C>C1COCC1>[CH2:20]([O:25][C:3]1[C:2]([F:1])=[C:14]([F:15])[C:13]2[C:12]3[C:7](=[CH:8][CH:9]=[C:10]([CH2:16][CH2:17][CH3:18])[CH:11]=3)[CH2:6][C:5]=2[CH:4]=1)[CH2:21][CH2:22][CH3:23]. Procedure details: A solution of 5.2 g of 3,4-difluoro-6-propylfluorene (example 1) in 50 ml of dry THF is cooled to −70° C. and 15 ml of n-BuLi (1.6 m solution in hexane) are added dropwise under a protective gas atmosphere in such a way that the internal temperature is always below −70° C. Subsequently, the mixture is stirred at this temperature for a further 2 h and then 2.7 g of trimethyl borate dissolved in 10 ml of THF are added at the same temperature. The reaction mixture is allowed to come to −10° C., que... Reactants: C=CCc1cc(F)c(O)cc1OC, CCO. The product is CCCc1cc(F)c(O)cc1OC. As a reaction SMILES: [CH2:1]([CH:2]=[CH2:3])[c:4]1[cH:5][c:6]([F:13])[c:7]([OH:12])[cH:8][c:9]1[O:10][CH3:11].[CH3:14][CH2:15][OH:16]>>[CH2:1]([CH2:2][CH3:3])[c:4]1[cH:5][c:6]([F:13])[c:7]([OH:12])[cH:8][c:9]1[O:10][CH3:11]. Starting materials: C(CCCCCCCCCCCCCCC)NC1=CC=C(C=CC(=O)N2CSCC2C(=O)OCC)C=C1 (3-[4-(hexadecylamino)cinnamoyl]-4-carboethoxy thiazolidine), carboxylic acid, S1CNC(C1)C(=O)O (thiazolidine-4-carboxylic acid). Solvent: C([O-])(O)=O.[Na+].CC(=O)C (acetone sodium bicarbonate). The product is C(CCCCCCCCCCCCCCC)NC1=CC=C(C=CC(=O)N2CSCC2C(=O)O)C=C1 (3-[4-(hexadecylamino)cinnamoyl]-4-carboxythiazolidine). Reaction SMILES: [CH2:1]([NH:17][C:18]1[CH:37]=[CH:36][C:21]([CH:22]=[CH:23][C:24]([N:26]2[CH:30]([C:31]([O:33]CC)=[O:32])[CH2:29][S:28][CH2:27]2)=[O:25])=[CH:20][CH:19]=1)[CH2:2][CH2:3][CH2:4][CH2:5][CH2:6][CH2:7][CH2:8][CH2:9][CH2:10][CH2:11][CH2:12][CH2:13][CH2:14][CH2:15][CH3:16].S1CC(C(O)=O)NC1>C(=O)(O)[O-].[Na+].CC(C)=O>[CH2:1]([NH:17][C:18]1[CH:19]=[CH:20][C:21]([CH:22]=[CH:23][C:24]([N:26]2[CH:30]([C:31]([OH:33])=[O:32])[CH2:29][S:28][CH2:27]2)=[O:25])=[CH:36][CH:37]=1)[CH2:2][CH2:3][CH2:4][CH2:5][CH2:6][CH2:7][CH2:8][CH2:9][CH2:10][CH2:11][CH2:12][CH2:13][CH2:14][CH2:15][CH3:16] |f:2.3.4|. Procedure: By means of the alkaline hydrolysis method of Example 54, the ethyl ester of Example 51 is converted to the subject carboxylic acid. This acid is also prepared using the procedure of Example 51 except that the acylation of the thiazolidine-4-carboxylic acid is carried out in aqueous acetone sodium bicarbonate solution. The reactants are Cc1nnc(-c2ncc([N+](=O)[O-])n2CCO)[nH]1, CC(=O)NNC(=N)c1ncc([N+](=O)[O-])n1CCO. The product is Cc1nnc(-c2ncc([N+](=O)[O-])n2C)[nH]1. Reaction SMILES: [CH3:1][c:2]1[nH:3][c:4](-[c:7]2[n:8]([CH2:15][CH2:16][OH:17])[c:9]([N+:12](=[O:13])[O-:14])[cH:10][n:11]2)[n:5][n:6]1.[OH:18][CH2:19][CH2:20][n:21]1[c:22]([N+:23]([O-:24])=[O:25])[cH:26][n:27][c:28]1[C:29]([NH:30][NH:31][C:32](=[O:33])[CH3:34])=[NH:35]>>[CH3:1][c:2]1[nH:3][c:4](-[c:7]2[n:8]([CH3:15])[c:9]([N+:12](=[O:13])[O-:14])[cH:10][n:11]2)[n:5][n:6]1. Reactants: C(C)(=O)C1=CC(=NO1)C(=O)O (5-acetylisoxazole-3-carboxylic acid), NC[C@@H](C)N1N=C(C=C1)C1=CC(=C(C#N)C=C1)Cl ((R)-4-(1-(1-aminopropan-2-yl)-1H-pyrazol-3-yl)-2-chlorobenzonitrile). Product: C(C)(=O)C1=CC(=NO1)C(=O)NC[C@@H](C)N1N=C(C=C1)C1=CC(=C(C=C1)C#N)Cl ((R)-5-acetyl-N-(2-(3-(3-chloro-4-cyanophenyl)-1H-pyrazol-1-yl)propyl)-isoxazole-3-carboxamide). The yield is 19.2%. RXN SMILES: [C:1]([C:4]1[O:8][N:7]=[C:6]([C:9]([OH:11])=O)[CH:5]=1)(=[O:3])[CH3:2].[NH2:12][CH2:13][C@H:14]([N:16]1[CH:20]=[CH:19][C:18]([C:21]2[CH:28]=[CH:27][C:24]([C:25]#[N:26])=[C:23]([Cl:29])[CH:22]=2)=[N:17]1)[CH3:15]>>[C:1]([C:4]1[O:8][N:7]=[C:6]([C:9]([NH:12][CH2:13][C@H:14]([N:16]2[CH:20]=[CH:19][C:18]([C:21]3[CH:28]=[CH:27][C:24]([C:25]#[N:26])=[C:23]([Cl:29])[CH:22]=3)=[N:17]2)[CH3:15])=[O:11])[CH:5]=1)(=[O:3])[CH3:2]. Procedure: (R)-5-acetyl-N-(2-(3-(3-chloro-4-cyanophenyl)-1H-pyrazol-1-yl)propyl)-isoxazole-3-carboxamide was prepared using the method of Example 34(d) starting from 5-acetylisoxazole-3-carboxylic acid (0.314 g, 2.025 mmol) and (R)-4-(1-(1-aminopropan-2-yl)-1H-pyrazol-3-yl)-2-chlorobenzonitrile (0.44 g, 1.688 mmol). The product was purified by Flash-chromatography. Yield 19.16%. 1H-NMR (400 MHz; CDCl3): δ 1.63 (d, 3H), 2.63 (s, 3H), 3.79-3.87 (m, 1H), 3.92-3.99 (m, 1H), 4.60-4.66 (m, 1H), 6.63 (d, 1H), 7.2... The reactants are CCc1cccc(CC)c1N, O=[N+]([O-])O, O=S(=O)(O)O. Product: CCc1cc([N+](=O)[O-])cc(CC)c1N. Reaction SMILES: [CH2:1]([CH3:2])[c:3]1[c:4]([NH2:5])[c:6]([CH2:10][CH3:11])[cH:7][cH:8][cH:9]1.[OH:12][N+:13]([O-:14])=[O:15].[S:16](=[O:17])(=[O:18])([OH:19])[OH:20]>>[CH2:1]([CH3:2])[c:3]1[c:4]([NH2:5])[c:6]([CH2:10][CH3:11])[cH:7][c:8]([N+:13](=[O:12])[O-:14])[cH:9]1.